From a dataset of the Open Reaction Database (ORD), a public repository of structured organic reaction records. describe an organic reaction: reactants, conditions, products, and yield The reactants are BrCCc1ccccc1, O=C([O-])[O-], CN(C)C=O, Cl, [K+], [K+], NC(=O)c1ccc(Oc2ccc(C3CCCNC3)cc2)nc1. Yields the product NC(=O)c1ccc(Oc2ccc(C3CCCN(CCc4ccccc4)C3)cc2)nc1. Reaction SMILES: [Br:24][CH2:25][CH2:26][c:27]1[cH:28][cH:29][cH:30][cH:31][cH:32]1.[C:33](=[O:34])([O-:35])[O-:36].[CH3:39][N:40]([CH3:41])[CH:42]=[O:43].[ClH:1].[K+:37].[K+:38].[NH:2]1[CH2:3][CH:4]([c:8]2[cH:9][cH:10][c:11]([O:12][c:13]3[n:14][cH:15][c:16]([C:17](=[O:18])[NH2:19])[cH:20][cH:21]3)[cH:22][cH:23]2)[CH2:5][CH2:6][CH2:7]1>>[N:2]1([CH2:25][CH2:26][c:27]2[cH:28][cH:29][cH:30][cH:31][cH:32]2)[CH2:3][CH:4]([c:8]2[cH:9][cH:10][c:11]([O:12][c:13]3[n:14][cH:15][c:16]([C:17](=[O:18])[NH2:19])[cH:20][cH:21]3)[cH:22][cH:23]2)[CH2:5][CH2:6][CH2:7]1. Reactants: O=C(CBr)c1cccc2ccccc12, CCNCC, Cc1ccccc1. Product: CCN(CC)CC(=O)c1cccc2ccccc12. Reaction SMILES: [Br:6][CH2:7][C:8](=[O:9])[c:10]1[cH:11][cH:12][cH:13][c:14]2[cH:15][cH:16][cH:17][cH:18][c:19]12.[CH2:1]([CH3:2])[NH:3][CH2:4][CH3:5].[CH3:20][c:21]1[cH:22][cH:23][cH:24][cH:25][cH:26]1>>[CH2:1]([CH3:2])[N:3]([CH2:4][CH3:5])[CH2:7][C:8](=[O:9])[c:10]1[cH:11][cH:12][cH:13][c:14]2[cH:15][cH:16][cH:17][cH:18][c:19]12. Reactants: O=C([O-])O, ClC(Cl)Cl, O=C(Cl)OCc1ccccc1, [Na+], O=C1NCCNC1Cc1ccccc1. The product is O=C1NCCN(C(=O)OCc2ccccc2)C1Cc1ccccc1. As a reaction SMILES: [C:26](=[O:27])([OH:28])[O-:29].[CH:31]([Cl:32])([Cl:33])[Cl:34].[Cl:1][C:2](=[O:3])[O:4][CH2:5][c:6]1[cH:7][cH:8][cH:9][cH:10][cH:11]1.[Na+:30].[c:12]1([CH2:18][CH:19]2[C:20](=[O:25])[NH:21][CH2:22][CH2:23][NH:24]2)[cH:13][cH:14][cH:15][cH:16][cH:17]1>>[C:2](=[O:3])([O:4][CH2:5][c:6]1[cH:7][cH:8][cH:9][cH:10][cH:11]1)[N:24]1[CH:19]([CH2:18][c:12]2[cH:13][cH:14][cH:15][cH:16][cH:17]2)[C:20](=[O:25])[NH:21][CH2:22][CH2:23]1. Reactants: CC1=C(N=CN1)CSCCN (2-((5-methyl-4-imidazolyl)methylthio)ethylamine), C1(CCCCC1)N=C=NC1CCCCC1 (N,N'-dicyclohexylcarbodiimide), C(=S)=S (carbon disulphide). The solvent is N1=CC=CC=C1 (pyridine), N1=CC=CC=C1 (pyridine). Reaction conditions: time 18 hour. The product is CNC(=S)NCCSCC=1N=CNC1C (N-methyl-N'-[2-(5-methyl-4-imidazolylmethylthio)ethyl]thiourea). RXN SMILES: [CH3:1][C:2]1[NH:6][CH:5]=[N:4][C:3]=1[CH2:7][S:8][CH2:9][CH2:10][NH2:11].[CH:12]1([N:18]=[C:19]=NC2CCCCC2)CCCCC1.C(=S)=[S:28]>N1C=CC=CC=1>[CH3:12][NH:18][C:19]([NH:11][CH2:10][CH2:9][S:8][CH2:7][C:3]1[N:4]=[CH:5][NH:6][C:2]=1[CH3:1])=[S:28]. Procedure: A solution of 2-((5-methyl-4-imidazolyl)methylthio)ethylamine (3.42 g 0.02 mol) in dry pyridine (15 ml) was slowly added under dry nitrogen to a stirred solution of N,N'-dicyclohexylcarbodiimide (4.12 g 0.02 mol) and carbon disulphide (20 ml) in dry pyridine (10 ml) at -10°. The mixture was stirred for 4 hours at -10° and 18 hours at room temperature and was filtered. The filtrate was evaporated to dryness and the residue was dissolved in warm acetonitrile and the solution was cooled, filtered a... Starting materials: Cl (HCl), C1(CC1)C1=NC=2N(C(NC(C2N1)=S)=S)CCC (8-cyclopropyl-3-n-propyl-2,6-dithioxanthine), N1=CC=C(C=C1)CN (4-picolylamine), C([O-])(O)=O.[Na+] (sodium bicarbonate), Cl (HCl). Yields the product C1(CC1)C1=NC=2N(C(N=C(C2N1)NCC1=CC=NC=C1)=S)CCC (8-Cyclopropyl-3,7-dihydro-3-propyl-6-(4-pyridylmethylamino)-2H-purine-2-thione). Reaction SMILES: [CH:1]1([C:4]2[NH:12][C:11]3[C:10](=S)[NH:9][C:8](=[S:14])[N:7]([CH2:15][CH2:16][CH3:17])[C:6]=3[N:5]=2)[CH2:3][CH2:2]1.[N:18]1[CH:23]=[CH:22][C:21]([CH2:24][NH2:25])=[CH:20][CH:19]=1.Cl.C(=O)(O)[O-].[Na+]>O>[CH:1]1([C:4]2[NH:12][C:11]3[C:10]([NH:25][CH2:24][C:21]4[CH:22]=[CH:23][N:18]=[CH:19][CH:20]=4)=[N:9][C:8](=[S:14])[N:7]([CH2:15][CH2:16][CH3:17])[C:6]=3[N:5]=2)[CH2:3][CH2:2]1 |f:3.4|. Run in O (water). Procedure: 5.33 g (20 mmoles) of 8-cyclopropyl-3-n-propyl-2,6-dithioxanthine and 21.3 ml (200 mmoles) of 95% 4-picolylamine were heated under argon to 150-5° C. After 14 hours the cooled solution was poured into 100 ml of water, acidified with 19 ml of 10N HCl and 1N HCl to pH 6, where an orange colored gum was formed. With sodium bicarbonate the mixture was neutralized to pH 7. With time the gum crystallized and the solid is collected and washed. The residue was suspended in acetone and the crystals colle... The reactants are C(=O)(OCC1C2=CC=CC=C2C2=CC=CC=C12)Cl (Fmoc-Cl), N[C@H](CCCC)C(=O)O (D-Nle-OH), O (water). Solvent: O1CCOCC1 (dioxan), O1CCOCC1 (dioxan), NaCO3. The product is N([C@H](CCCC)C(=O)O)C(=O)OCC1C2=CC=CC=C2C2=CC=CC=C12 (Fmoc-D-Nle-OH). Yield: 34.3%. Reaction SMILES: [NH2:1][C@@H:2]([C:7]([OH:9])=[O:8])[CH2:3][CH2:4][CH2:5][CH3:6].[C:10](Cl)([O:12][CH2:13][CH:14]1[C:26]2[C:21](=[CH:22][CH:23]=[CH:24][CH:25]=2)[C:20]2[C:15]1=[CH:16][CH:17]=[CH:18][CH:19]=2)=[O:11].O>O1CCOCC1>[NH:1]([C:10]([O:12][CH2:13][CH:14]1[C:15]2[C:20](=[CH:19][CH:18]=[CH:17][CH:16]=2)[C:21]2[C:26]1=[CH:25][CH:24]=[CH:23][CH:22]=2)=[O:11])[C@@H:2]([C:7]([OH:9])=[O:8])[CH2:3][CH2:4][CH2:5][CH3:6]. Procedure: D-Nle-OH (1.01 g) was dissolved in 30 ml of 10% NaCO3 and 10 ml of dioxan. While stirring, a solution of Fmoc-Cl (2.0 g) in 10 ml of dioxan was added to the solution. After stirring at room temperature for 2 hours, 400 ml of water was added to the mixture. The reaction mixture was extracted twice with 200 ml of ether to remove by-products. Ice was added to the aqueous phase and the mixture was neutralized with conc. hydrochloric acid. After extracting with ethyl acetate, the extract was washed w...